This data is from the Open Reaction Database (ORD), a public repository of structured organic reaction records. The task is: describe an organic reaction: reactants, conditions, products, and yield Starting materials: CC1=C(C=C2C=CC(=NC2=C1)N1C(CNCC1)=O)C#N (7-Methyl-2-(2-oxopiperazin-1-yl)quinoline-6-carbonitrile), CC1=C(C=CC=2C(OCC21)=O)[C@H]2OC2 (4-methyl-5-[(2R)-oxiran-2-yl]-2-benzofuran-1(3H)-one). The solvent is CCO (EtOH). Conditions: temperature 140 celsius. The product is O[C@@H](CN1CC(N(CC1)C1=NC2=CC(=C(C=C2C=C1)C#N)C)=O)C1=C(C2=C(C(OC2)=O)C=C1)C (2-{4-[(2R)-2-Hydroxy-2-(4-methyl-1-oxo-1,3-dihydro-2-benzofuran-5-yl)ethyl]-2-oxopiperazin-1-yl}-7-methylquinoline-6-carbonitrile). As a reaction SMILES: [CH3:1][C:2]1[CH:11]=[C:10]2[C:5]([CH:6]=[CH:7][C:8]([N:12]3[CH2:17][CH2:16][NH:15][CH2:14][C:13]3=[O:18])=[N:9]2)=[CH:4][C:3]=1[C:19]#[N:20].[CH3:21][C:22]1[C:30]2[CH2:29][O:28][C:27](=[O:31])[C:26]=2[CH:25]=[CH:24][C:23]=1[C@@H:32]1[CH2:34][O:33]1>CCO>[OH:33][C@H:32]([C:23]1[CH:24]=[CH:25][C:26]2[C:27](=[O:31])[O:28][CH2:29][C:30]=2[C:22]=1[CH3:21])[CH2:34][N:15]1[CH2:16][CH2:17][N:12]([C:8]2[CH:7]=[CH:6][C:5]3[C:10](=[CH:11][C:2]([CH3:1])=[C:3]([C:19]#[N:20])[CH:4]=3)[N:9]=2)[C:13](=[O:18])[CH2:14]1. Procedure details: A mixture of 7-Methyl-2-(2-oxopiperazin-1-yl)quinoline-6-carbonitrile [I-3] (125 mg, 0.47 mmol) and 4-methyl-5-[(2R)-oxiran-2-yl]-2-benzofuran-1(3H)-one (134 mg, 0.70 mmol) in EtOH (1.5 mL) in a 5 mL microwave tube was heated to 140° C. for 20 minutes. LC showed formation of the desired product, which was purified by mass-directed reverse phase HPLC (AcCN-Water with 0.1% TFA). LC-MS (IE, m/z): 457 [M+1]+. Reactants: ClC1=C(C(=O)C=2OC3=C(C2C)C=CC(=C3)C=3C=C(C(=O)O)C=CC3)C=CC(=C1)Cl (3-[2-(2,4dichloro-benzoyl)-3methyl-benzofuran-6-yl]-benzoic acid), COCCN (2-methoxyethylamine), CCN=C=NCCCN(C)C (EDCI), C(C)(C)N(C(C)C)CC (N,N-diisopropylethylamine). The reagents and catalysts are CN(C)C=1C=CN=CC1 (DMAP). The solvent is ClCCl (dichloromethane). Run at time 8 hour. Yields the product ClC1=C(C(=O)C=2OC3=C(C2C)C=CC(=C3)C=3C=C(C(=O)NCCOC)C=CC3)C=CC(=C1)Cl (3-[2-(2,4-dichlorobenzoyl)-3-methyl-1-benzofuran-6-yl]-N-(2-methoxyethyl)benzamide). The yield is 25.3%. RXN SMILES: [Cl:1][C:2]1[CH:28]=[C:27]([Cl:29])[CH:26]=[CH:25][C:3]=1[C:4]([C:6]1[O:7][C:8]2[CH:15]=[C:14]([C:16]3[CH:17]=[C:18]([CH:22]=[CH:23][CH:24]=3)[C:19](O)=[O:20])[CH:13]=[CH:12][C:9]=2[C:10]=1[CH3:11])=[O:5].[CH3:30][O:31][CH2:32][CH2:33][NH2:34].CCN=C=NCCCN(C)C.C(N(CC)C(C)C)(C)C>ClCCl.CN(C1C=CN=CC=1)C>[Cl:1][C:2]1[CH:28]=[C:27]([Cl:29])[CH:26]=[CH:25][C:3]=1[C:4]([C:6]1[O:7][C:8]2[CH:15]=[C:14]([C:16]3[CH:17]=[C:18]([CH:22]=[CH:23][CH:24]=3)[C:19]([NH:34][CH2:33][CH2:32][O:31][CH3:30])=[O:20])[CH:13]=[CH:12][C:9]=2[C:10]=1[CH3:11])=[O:5]. Reported procedure: To a solution of 3-[2-(2,4dichloro-benzoyl)-3methyl-benzofuran-6-yl]-benzoic acid (40 mg, 0.09 mmol) in dichloromethane (2 mL) was added 2-methoxyethylamine (0.02 mL, 0.19 mmol), EDCI (20 mg, 0.1 mmol), DMAP (1 mg, 0.01 mmol), and N,N-diisopropylethylamine (0.02 mL, 0.1 mmol). The reaction mixture was stirred at rt overnight, then concentrated in vacuo and purified by prep-HPLC to afford the desired product (11 mg, 25%). 1H-NMR (CDCl3) δ 8.05 (t, J=1.8 Hz, 1H), 7.77-7.75 (m, 3H), 7.69 (m, 1H), 7... The reactants are OC1CN(CC1)C(=O)N1CC(CC(C1)C1=CC=C(C=C1)OC(F)(F)F)C(=O)O (1-[(3-Hydroxypyrrolidin-1-yl)carbonyl]-5-[4-(trifluoromethoxy)phenyl]piperidine-3-carboxylic acid), ON=C(C)N (N′-hydroxyethanimidamide). The product is OC1CN(CC1)C(=O)N1CC(CC(C1)C1=CC=C(C=C1)OC(F)(F)F)C1=NC(=NO1)C ((3-Hydroxypyrrolidin-1-yl) {3-(3-methyl-1,2,4-oxadiazol-5-yl)-5-[4-(trifluoromethoxy)phenyl]-piperidin-1-yl}methanone). Reaction SMILES: [OH:1][CH:2]1[CH2:6][CH2:5][N:4]([C:7]([N:9]2[CH2:14][CH:13]([C:15]3[CH:20]=[CH:19][C:18]([O:21][C:22]([F:25])([F:24])[F:23])=[CH:17][CH:16]=3)[CH2:12][CH:11]([C:26]([OH:28])=O)[CH2:10]2)=[O:8])[CH2:3]1.O[N:30]=[C:31]([NH2:33])[CH3:32]>>[OH:1][CH:2]1[CH2:6][CH2:5][N:4]([C:7]([N:9]2[CH2:14][CH:13]([C:15]3[CH:16]=[CH:17][C:18]([O:21][C:22]([F:23])([F:25])[F:24])=[CH:19][CH:20]=3)[CH2:12][CH:11]([C:26]3[O:28][N:33]=[C:31]([CH3:32])[N:30]=3)[CH2:10]2)=[O:8])[CH2:3]1. Procedure: 200 mg (0.50 mmol) of the compound from Example 112A and 55 mg (0.75 mmol) of N′-hydroxyethanimidamide were reacted according to the General Method 2. Yield: 15 mg (6% of theory). Conditions: time 3 hour. Yield: 52.0%. Yields the product S1C(=CC=C1)C(C)(C)C1=CC(=C(C(=N1)O)C=1C=C(C=CC1)C)O (6-(2-(Thiophen-2-yl)propan-2-yl)-3-m-tolylpyridine-2,4-diol). Starting materials: CCCCCC (hexane), 2a, CC(C(C)=N)(C)C=1SC=CC1 (3-methyl-3-(thiophen-2-yl)butan-2-imine), C1(=CC(=CC=C1)C(C(=O)OCC)C(=O)OCC)C (diethyl 2-m-tolylmalonate). The solvent is C(C)OCC (diethyl ether), C(C)OCC (diethyl ether), COCCOCCOC (diglyme). Reaction SMILES: [CH3:1][C:2]([C:7]1[S:8][CH:9]=[CH:10][CH:11]=1)([CH3:6])[C:3](=[NH:5])[CH3:4].[C:12]1([CH3:29])[CH:17]=[CH:16][CH:15]=[C:14]([CH:18]([C:24](OCC)=[O:25])[C:19](OCC)=[O:20])[CH:13]=1.CCCCCC>C(OCC)C.COCCOCCOC>[S:8]1[CH:9]=[CH:10][CH:11]=[C:7]1[C:2]([C:3]1[N:5]=[C:24]([OH:25])[C:18]([C:14]2[CH:13]=[C:12]([CH3:29])[CH:17]=[CH:16][CH:15]=2)=[C:19]([OH:20])[CH:4]=1)([CH3:1])[CH3:6]. Reported procedure: To a solution of 2a (0.83 g, 5.5 mmol) in anhydrous diethyl ether (5 mL) was added under argon 1.6M methyl lithium in diethyl ether (21 mL, 33.00 mmol) and the mixture was stirred for 3 hrs. at room temperature. After quenching with water, the mixture was extracted with diethyl ether. The extracts were dried over anhydrous Na2SO4 and the solvent was evaporated under reduced pressure to afford a colorless oil (0.86, 95%). A solution of the intermediate product (3-methyl-3-(thiophen-2-yl)butan-2-i... Starting materials: [Br-], C1CCOC1, C[O-], C[PH](c1ccccc1)(c1ccccc1)c1ccccc1, CO, COC(=O)c1csc(C(=O)COc2cc3c(cc2I)C(C)(C)CCC3(C)C)c1, [Na+]. Yields the product C=C(COc1cc2c(cc1I)C(C)(C)CCC2(C)C)c1cc(C(=O)OC)cs1. As a reaction SMILES: [Br-:32].[CH2:55]1[O:56][CH2:57][CH2:58][CH2:59]1.[CH3:1][O-:2].[CH3:33][PH:34]([c:35]1[cH:36][cH:37][cH:38][cH:39][cH:40]1)([c:41]1[cH:42][cH:43][cH:44][cH:45][cH:46]1)[c:47]1[cH:48][cH:49][cH:50][cH:51][cH:52]1.[CH3:53][OH:54].[I:4][c:5]1[c:6]([O:19][CH2:20][C:21](=[O:22])[c:23]2[cH:24][c:25]([C:28](=[O:29])[O:30][CH3:31])[cH:26][s:27]2)[cH:7][c:8]2[c:13]([cH:14]1)[C:12]([CH3:15])([CH3:16])[CH2:11][CH2:10][C:9]2([CH3:17])[CH3:18].[Na+:3]>>[I:4][c:5]1[c:6]([O:19][CH2:20][C:21]([c:23]2[cH:24][c:25]([C:28](=[O:29])[O:30][CH3:31])[cH:26][s:27]2)=[CH2:33])[cH:7][c:8]2[c:13]([cH:14]1)[C:12]([CH3:15])([CH3:16])[CH2:11][CH2:10][C:9]2([CH3:17])[CH3:18].